From a dataset of the Open Reaction Database (ORD), a public repository of structured organic reaction records. describe an organic reaction: reactants, conditions, products, and yield Reported procedure: 2,3-Dihydro-1,4-benzodioxin-2-methanamine (350 mg) and 5-chloro-N-[4-(trifluoromethyl)phenyl]-pentanamide (593 mg) were stirred in dimethylformamide (7.0 mL) under a nitrogen atmosphere. Sodium bicarbonate (395 mg) and potassium iodide (40 mg) were added and mixture was stirred for 60 hours at 70°-75° C. Saturated sodium bicarbonate solution (50 mL) was added to the cooled reaction and the mixture extracted with diethyl ether (3×30 mL). The combined extracts were dried (MgSO4), filtered, and con... Solvent: CN(C=O)C (dimethylformamide), C(C)O (ethanol), C(C)O (ethanol). Isolated yield 12.4%. Reactants: O1C(COC2=C1C=CC=C2)CN (2,3-Dihydro-1,4-benzodioxin-2-methanamine), ClCCCCC(=O)NC1=CC=C(C=C1)C(F)(F)F (5-chloro-N-[4-(trifluoromethyl)phenyl]-pentanamide), C([O-])(O)=O.[Na+] (sodium bicarbonate), C([O-])(O)=O.[Na+] (Sodium bicarbonate), [I-].[K+] (potassium iodide), Cl (HCl). Product: Cl.O1C(COC2=C1C=CC=C2)CNCCCCC(=O)NC2=CC=C(C=C2)C(F)(F)F (5-[(2,3-Dihydro-1,4-benzodioxin-2-yl)methylamino]-N-[4-(trifluoromethyl)phenyl]-pentanamide, monohydrochloride). Reaction conditions: time 60 hour. RXN SMILES: [O:1]1[C:6]2[CH:7]=[CH:8][CH:9]=[CH:10][C:5]=2[O:4][CH2:3][CH:2]1[CH2:11][NH2:12].[Cl:13][CH2:14][CH2:15][CH2:16][CH2:17][C:18]([NH:20][C:21]1[CH:26]=[CH:25][C:24]([C:27]([F:30])([F:29])[F:28])=[CH:23][CH:22]=1)=[O:19].C(=O)(O)[O-].[Na+].[I-].[K+].Cl>CN(C)C=O.C(O)C>[ClH:13].[O:1]1[C:6]2[CH:7]=[CH:8][CH:9]=[CH:10][C:5]=2[O:4][CH2:3][CH:2]1[CH2:11][NH:12][CH2:14][CH2:15][CH2:16][CH2:17][C:18]([NH:20][C:21]1[CH:22]=[CH:23][C:24]([C:27]([F:28])([F:29])[F:30])=[CH:25][CH:26]=1)=[O:19] |f:2.3,4.5,9.10|. The reactants are NC1=C(C=CC(=C1)CCl)SC=1C(C(=O)OC)=CC=CC1 (Methyl S-(2-amino-4-chloromethylphenyl)thiosalicylate), [OH-].[Na+] (sodium hydroxide). Run in C1CCOC1 (THF), CO (methanol). Reaction conditions: time 17 hour. Product: NC1=C(C=CC(=C1)CCl)SC=1C(C(=O)O)=CC=CC1 (S-(2-amino-4-chloromethylphenyl)thiosalicylic acid). As a reaction SMILES: [NH2:1][C:2]1[CH:7]=[C:6]([CH2:8][Cl:9])[CH:5]=[CH:4][C:3]=1[S:10][C:11]1[C:12](=[CH:17][CH:18]=[CH:19][CH:20]=1)[C:13]([O:15]C)=[O:14].[OH-].[Na+]>C1COCC1.CO>[NH2:1][C:2]1[CH:7]=[C:6]([CH2:8][Cl:9])[CH:5]=[CH:4][C:3]=1[S:10][C:11]1[C:12](=[CH:17][CH:18]=[CH:19][CH:20]=1)[C:13]([OH:15])=[O:14] |f:1.2|. Procedure: 8.16 g Methyl S-(2-amino-4-chloromethylphenyl)thiosalicylate was dissolved in THF (50 mL) and methanol (50 mL), and treated with 5N sodium hydroxide solution (20 mL) with stirring at room temperature for 17 h. The reaction mixture was concentrated in vacuo, diluted with water, and acidified to pH 1-2 with 6N hydrochloric acid. The resulting suspension was filtered, and recrystallized from n-heptane to provide S-(2-amino-4-chloromethylphenyl)thiosalicylic acid as a light gray solid, 1H NMR (300 M... Starting materials: ClCCl, CC(C)c1nc2c(n1Cc1ccc(Cl)cc1)C(CO)CCC2, CS(=O)(=O)Cl. The product is CC(C)c1nc2c(n1Cc1ccc(Cl)cc1)C(COS(C)(=O)=O)CCC2. Reaction SMILES: [Cl:28][CH2:29][Cl:30].[Cl:6][c:7]1[cH:8][cH:9][c:10]([CH2:13][n:14]2[c:15]([CH:25]([CH3:26])[CH3:27])[n:16][c:17]3[c:18]2[CH:19]([CH2:23][OH:24])[CH2:20][CH2:21][CH2:22]3)[cH:11][cH:12]1.[S:1](=[O:2])(=[O:3])([CH3:4])[Cl:5]>>[S:1](=[O:2])(=[O:3])([CH3:4])[O:24][CH2:23][CH:19]1[c:18]2[n:14]([CH2:13][c:10]3[cH:9][cH:8][c:7]([Cl:6])[cH:12][cH:11]3)[c:15]([CH:25]([CH3:26])[CH3:27])[n:16][c:17]2[CH2:22][CH2:21][CH2:20]1. Starting materials: ClC=1N=NC=C2C1N(C(=C2C)C)CC=C (7-chloro-2,3-dimethyl-1-(2-propenyl)pyrrolo[2,3-d]pyridazine), FC=1C=C(CO)C=CC1 (3-fluorobenzyl alcohol). Product: FC=1C=C(COC=2N=NC=C3C2N(C(=C3C)C)CC=C)C=CC1 (7-(3-Fluorobenzyloxy)-2,3-dimethyl-1-(2-propenyl)pyrrolo[2,3-d]pyridazine). The yield is 71.4%. As a reaction SMILES: Cl[C:2]1[N:3]=[N:4][CH:5]=[C:6]2[C:10]([CH3:11])=[C:9]([CH3:12])[N:8]([CH2:13][CH:14]=[CH2:15])[C:7]=12.[F:16][C:17]1[CH:18]=[C:19]([CH:22]=[CH:23][CH:24]=1)[CH2:20][OH:21]>>[F:16][C:17]1[CH:18]=[C:19]([CH:22]=[CH:23][CH:24]=1)[CH2:20][O:21][C:2]1[N:3]=[N:4][CH:5]=[C:6]2[C:10]([CH3:11])=[C:9]([CH3:12])[N:8]([CH2:13][CH:14]=[CH2:15])[C:7]=12. Procedure details: The title compound was prepared as white cottony crystals in 71.4% yield in a similar procedure to that described in Example 1 by using 7-chloro-2,3-dimethyl-1-(2-propenyl)pyrrolo[2,3-d]pyridazine and 3-fluorobenzyl alcohol. The reactants are C(C)OC1=C(C(=O)O[C@@H]1[C@@H](O)C(O)=C(C)C)O (3-O-ethyl-isopropylidene ascorbic acid), Nafion, Nafion. The solvent is O (water), C(C)O (ethanol). Run at temperature 60 celsius, time 2 hour. Product: C(C)OC1=C(C(=O)O[C@@H]1[C@@H](O)CO)O (3-O-ethyl-ascorbic acid). The yield is 73.3%. Reaction SMILES: [CH2:1]([O:3][C:4]1[C@@H:9]([C@H:10]([C:12](=C(C)C)[OH:13])[OH:11])[O:8][C:6](=[O:7])[C:5]=1[OH:17])[CH3:2]>O.C(O)C>[CH2:1]([O:3][C:4]1[C@@H:9]([C@H:10]([CH2:12][OH:13])[OH:11])[O:8][C:6](=[O:7])[C:5]=1[OH:17])[CH3:2]. Reported procedure: 12.4 g of the 3-O-ethyl-isopropylidene ascorbic acid prepared in Example 1 was dissolved in the mixed solvent of distilled water (10 ml)/ethanol (90 ml) together with 1.1 g of Nafion H, followed by stirring at 60° C. for 2 hours. Nafion H was eliminated by filtering and the mixture was concentrated into crude crystalline 3-ethyl-ascorbic acid. The crude crystalline 3-ethyl-ascorbic acid was re-crystallized in ethylacetate/ethanol (8:2) to give 7.6 g of white crystalline 3-O-ethyl-ascorbic acid. Starting materials: C(=O)(OC(C)(C)C)N1C[C@H](NCC1)C ((R)-4-N-Boc-2-methyl-piperazine), C(C1=CC=CC=C1)OC(=O)ON1C(CCC1=O)=O (N-(Benzyloxycarbonyl-oxy)succinimide), C(=O)(O)[O-].[Na+] (NaHCO3). The solvent is O1CCOCC1.O (dioxane water), C(C)(=O)OCC (ethyl acetate). Run at time 12 hour. The product is C(C)(C)(C)OC(=O)N1C[C@H](N(CC1)C(=O)OCC1=CC=CC=C1)C ((R)-2-Methyl-piperazine-1,4-dicarboxylic acid 1-benzyl ester 4-tert-butyl ester). As a reaction SMILES: [C:1]([N:8]1[CH2:13][CH2:12][NH:11][C@H:10]([CH3:14])[CH2:9]1)([O:3][C:4]([CH3:7])([CH3:6])[CH3:5])=[O:2].[CH2:15]([O:22][C:23](ON1C(=O)CCC1=O)=[O:24])[C:16]1[CH:21]=[CH:20][CH:19]=[CH:18][CH:17]=1.C([O-])(O)=O.[Na+]>O1CCOCC1.O.C(OCC)(=O)C>[C:4]([O:3][C:1]([N:8]1[CH2:13][CH2:12][N:11]([C:23]([O:22][CH2:15][C:16]2[CH:21]=[CH:20][CH:19]=[CH:18][CH:17]=2)=[O:24])[C@H:10]([CH3:14])[CH2:9]1)=[O:2])([CH3:7])([CH3:6])[CH3:5] |f:2.3,4.5|. Procedure: A mixture of 2.4 g (R)-4-N-Boc-2-methyl-piperazine, 3.5 g N-(Benzyloxycarbonyl-oxy)succinimide and 2.0 g NaHCO3 in 10 ml dioxane/water 1/1 was stirred for 12 h. The mixture was diluted with ethyl acetate, the phases separated and the organic phase washed with water, saturated aqueous NaHCO3, 0.1 M HCl and brine. The crude product obtained after drying over MgSO4 and evaporation of the solvents was used in the subsequent reaction. Yield: 4.3 g. Reactants: Nc1ncccc1-c1cc(Cc2ccc(OCc3ccccc3)cc2)no1, CCOC(C)=O, [Na+], O=C(O)C(F)(F)F, O=C([O-])O, CSc1ccccc1. Yields the product Nc1ncccc1-c1cc(Cc2ccc(O)cc2)no1. As a reaction SMILES: [CH2:1]([c:2]1[cH:3][cH:4][cH:5][cH:6][cH:7]1)[O:8][c:9]1[cH:10][cH:11][c:12]([CH2:13][c:14]2[n:15][o:16][c:17](-[c:19]3[c:20]([NH2:25])[n:21][cH:22][cH:23][cH:24]3)[cH:18]2)[cH:26][cH:27]1.[CH3:48][CH2:49][O:50][C:51](=[O:52])[CH3:53].[Na+:43].[OH:28][C:29]([C:30]([F:31])([F:32])[F:33])=[O:34].[OH:44][C:45](=[O:46])[O-:47].[c:35]1([S:36][CH3:37])[cH:38][cH:39][cH:40][cH:41][cH:42]1>>[OH:8][c:9]1[cH:10][cH:11][c:12]([CH2:13][c:14]2[n:15][o:16][c:17](-[c:19]3[c:20]([NH2:25])[n:21][cH:22][cH:23][cH:24]3)[cH:18]2)[cH:26][cH:27]1. Reactants: COCOc1cc(C)cc(CBr)c1, CS(C)=O, N#C[Na], O. The product is COCOc1cc(C)cc(CC#N)c1. Reaction SMILES: [Br:1][CH2:2][c:3]1[cH:4][c:5]([O:10][CH2:11][O:12][CH3:13])[cH:6][c:7]([CH3:9])[cH:8]1.[CH3:18][S:19]([CH3:20])=[O:21].[Na:14][C:15]#[N:16].[OH2:17]>>[CH2:2]([c:3]1[cH:4][c:5]([O:10][CH2:11][O:12][CH3:13])[cH:6][c:7]([CH3:9])[cH:8]1)[C:15]#[N:16]. Starting materials: [H-].[Na+] (Sodium hydride), C1(=CC=CC=C1)O (phenol), C(C)OC(CBr)OCC (Bromoacetaldehyde diethyl acetal). Solvent: CN1CCCN(C1=O)C (DMPU). Conditions: temperature 110 celsius, time 30 minute. Product: C(C)OC(COC1=CC=CC=C1)OCC (2-phenoxyacetaldehyde diethyl acetal). Reaction SMILES: [H-].[Na+].[C:3]1([OH:9])[CH:8]=[CH:7][CH:6]=[CH:5][CH:4]=1.[CH2:10]([O:12][CH:13]([O:16][CH2:17][CH3:18])[CH2:14]Br)[CH3:11]>CN1C(=O)N(C)CCC1>[CH2:10]([O:12][CH:13]([O:16][CH2:17][CH3:18])[CH2:14][O:9][C:3]1[CH:8]=[CH:7][CH:6]=[CH:5][CH:4]=1)[CH3:11] |f:0.1|. Reported procedure: Sodium hydride (5.83 g of a 55% dispersion in mineral oil) was added to a solution of phenol (12.56 g) in DMPU (25 ml) at 5° C. and the mixture was stirred for 30 minutes. Bromoacetaldehyde diethyl acetal (10.05 ml) was added and the mixture was heated at 110° C. for 5 hours, then allowed to cool. The mixture was partitioned between ethyl acetate (100 ml) and water (100 ml) and the organic phase was separated and washed sequentially with aqueous 2M sodium hydroxide solution (2×50 ml) and water (... RXN SMILES: [Br:1][c:2]1[c:3]([NH:11][c:12]2[cH:13][n:14][cH:15][c:16]([F:18])[cH:17]2)[c:4]([N+:8]([O-:9])=[O:10])[cH:5][cH:6][cH:7]1.[CH3:26][CH2:27][O:28][C:29]([CH3:30])=[O:31].[Na+:25].[OH-:24].[OH2:19].[OH2:20].[Sn:21]([Cl:22])[Cl:23]>>[Br:1][c:2]1[c:3]([NH:11][c:12]2[cH:13][n:14][cH:15][c:16]([F:18])[cH:17]2)[c:4]([NH2:8])[cH:5][cH:6][cH:7]1. Starting materials: O=[N+]([O-])c1cccc(Br)c1Nc1cncc(F)c1, CCOC(C)=O, [Na+], [OH-], O, O, Cl[Sn]Cl. Product: Nc1cccc(Br)c1Nc1cncc(F)c1.